This data is from the Open Reaction Database (ORD), a public repository of structured organic reaction records. The task is: describe an organic reaction: reactants, conditions, products, and yield Reactants: O=C(CCCN1[C@H]([C@H](CCC1)NCC1=C(C=CC=C1)OC)C1=CC=CC=C1)C1=CC=CC=C1 ((2S,3S)-1-(4-oxo-4-phenylbut-1-yl)-3-(2methoxybenzylamino)-2-phenylpiperidine), C(C)O (ethanol), Cl.NO (hydroxylamine hydrochloride), C(C)(=O)[O-].[Na+] (sodium acetate). The solvent is O (H2O). Run at time 8 hour. Yields the product N(O)=C(CCCN1[C@H]([C@H](CCC1)NCC1=C(C=CC=C1)OC)C1=CC=CC=C1)C1=CC=CC=C1 ((2S,3S)-1-(4-Oximino-4-phenylbut-1-yl)-3-(2-methoxybenzylamino)-2-phenylpiperidine). Yield: 38.0%. Reaction SMILES: O=[C:2]([C:28]1[CH:33]=[CH:32][CH:31]=[CH:30][CH:29]=1)[CH2:3][CH2:4][CH2:5][N:6]1[CH2:11][CH2:10][CH2:9][C@H:8]([NH:12][CH2:13][C:14]2[CH:19]=[CH:18][CH:17]=[CH:16][C:15]=2[O:20][CH3:21])[C@@H:7]1[C:22]1[CH:27]=[CH:26][CH:25]=[CH:24][CH:23]=1.C(O)C.Cl.[NH2:38][OH:39].C([O-])(=O)C.[Na+]>O>[N:38](=[C:2]([C:28]1[CH:33]=[CH:32][CH:31]=[CH:30][CH:29]=1)[CH2:3][CH2:4][CH2:5][N:6]1[CH2:11][CH2:10][CH2:9][C@H:8]([NH:12][CH2:13][C:14]2[CH:19]=[CH:18][CH:17]=[CH:16][C:15]=2[O:20][CH3:21])[C@@H:7]1[C:22]1[CH:27]=[CH:26][CH:25]=[CH:24][CH:23]=1)[OH:39] |f:2.3,4.5|. Procedure details: Under a nitrogen atmosphere in a round bottom flask were placed 445 mg (1 mmol) of (2S,3S)-1-(4-oxo-4-phenylbut-1-yl)-3-(2methoxybenzylamino)-2-phenylpiperidine and 6 ml of ethanol. To the system were added 209 mg (3.2 mmol) of hydroxylamine hydrochloride and 417 mg (5 mmol) of sodium acetate in 6 ml of H2O, and the mixture was stirred at room temperature overnight. The reaction mixture was concentrated and partitioned between chloroform and water. The layers were separated, and the aqueous phas... Product: C(C)OP(OCC)(=O)C(O)C1=CN(C2=CC(=C(C=C2C1=O)F)NC1CCCCC1)C(CC)CC (diethyl[[7-(cyclohexylamino)-1-(1-ethylpropyl)-6-fluoro-4-oxo-1,4-dihydroquinolin-3-yl](hydroxy)methyl]phosphonate). The reactants are C1(CCCCC1)NC1=C(C=C2C(C(=CN(C2=C1)C(CC)CC)C=O)=O)F (7-(cyclohexylamino)-1-(1-ethylpropyl)-6-fluoro-4-oxo-1,4-dihydroquinoline-3-carbaldehyde), P(OCC)(OCC)[O-] (diethyl phosphite), C1CCC2=NCCCN2CC1 (1,8-diazabicyclo[5.4.0]-7-undecene), [Cl-].[NH4+] (ammonium chloride). Run in ClCCl (dichloromethane). RXN SMILES: [CH:1]1([NH:7][C:8]2[CH:17]=[C:16]3[C:11]([C:12](=[O:25])[C:13]([CH:23]=[O:24])=[CH:14][N:15]3[CH:18]([CH2:21][CH3:22])[CH2:19][CH3:20])=[CH:10][C:9]=2[F:26])[CH2:6][CH2:5][CH2:4][CH2:3][CH2:2]1.[P:27]([O-:34])([O:31][CH2:32][CH3:33])[O:28][CH2:29][CH3:30].C1CCN2C(=NCCC2)CC1.[Cl-].[NH4+]>ClCCl>[CH2:29]([O:28][P:27]([CH:23]([C:13]1[C:12](=[O:25])[C:11]2[C:16](=[CH:17][C:8]([NH:7][CH:1]3[CH2:6][CH2:5][CH2:4][CH2:3][CH2:2]3)=[C:9]([F:26])[CH:10]=2)[N:15]([CH:18]([CH2:19][CH3:20])[CH2:21][CH3:22])[CH:14]=1)[OH:24])(=[O:34])[O:31][CH2:32][CH3:33])[CH3:30] |f:3.4|. Conditions: time 8 hour. Procedure details: To a 5.0 ml dichloromethane solution of 500 mg of 7-(cyclohexylamino)-1-(1-ethylpropyl)-6-fluoro-4-oxo-1,4-dihydroquinoline-3-carbaldehyde were added 0.23 ml of diethyl phosphite and 0.22 ml of 1,8-diazabicyclo[5.4.0]-7-undecene at −40° C., followed by overnight stirring at room temperature. Aqueous saturated ammonium chloride was added to the reaction mixture, followed by extraction with chloroform and then washing with aqueous saturated sodium chloride. After drying over anhydrous sodium sulfa... The reactants are CC(=O)O, COc1c(Cl)cccc1C(C)(C)CC(O)(C=O)C(F)(F)F, Nc1cccc2[nH]ncc12. The product is COc1c(Cl)cccc1C(C)(C)CC(O)(C=Nc1cccc2[nH]ncc12)C(F)(F)F. Reaction SMILES: [CH3:32][C:33](=[O:34])[OH:35].[Cl:1][c:2]1[c:3]([O:20][CH3:21])[c:4]([C:8]([CH2:9][C:10]([CH:11]=[O:12])([C:13]([F:14])([F:15])[F:16])[OH:17])([CH3:18])[CH3:19])[cH:5][cH:6][cH:7]1.[NH2:22][c:23]1[c:24]2[cH:25][n:26][nH:27][c:28]2[cH:29][cH:30][cH:31]1>>[Cl:1][c:2]1[c:3]([O:20][CH3:21])[c:4]([C:8]([CH2:9][C:10]([CH:11]=[N:22][c:23]2[c:24]3[cH:25][n:26][nH:27][c:28]3[cH:29][cH:30][cH:31]2)([C:13]([F:14])([F:15])[F:16])[OH:17])([CH3:18])[CH3:19])[cH:5][cH:6][cH:7]1. The reactants are ice water, CC12S[C@H]3N(C1(C(=O)OCC(Cl)(Cl)Cl)C2)C(C3NC(COC3=CC=CC=C3)=O)=O (2,2,2-trichloroethyl 2-methyl-2,3-methylene-6-(2-phenoxyacetamido)penam-3-carboxylate), [Br-].[Al+3].[Br-].[Br-] (aluminum bromide). Run in ClCCl (dichloromethane), ClCCl (dichloromethane). Reaction conditions: time 4 hour. Yields the product CC1S[C@H]2N(C(=C1)C(=O)OCC(Cl)(Cl)Cl)C(C2NC(COC2=CC=CC=C2)=O)=O (2,2,2-trichloroethyl 2-methyl-7-(2-phenoxyacetamido)-3-cephem-4-carboxylate). Yield: 64.7%. RXN SMILES: [CH3:1][C:2]12[CH2:15][C:6]1([C:7]([O:9][CH2:10][C:11]([Cl:14])([Cl:13])[Cl:12])=[O:8])[N:5]1[C:16](=[O:29])[CH:17]([NH:18][C:19](=[O:28])[CH2:20][O:21][C:22]3[CH:27]=[CH:26][CH:25]=[CH:24][CH:23]=3)[C@H:4]1[S:3]2.[Br-].[Al+3].[Br-].[Br-]>ClCCl>[CH3:1][CH:2]1[CH:15]=[C:6]([C:7]([O:9][CH2:10][C:11]([Cl:13])([Cl:12])[Cl:14])=[O:8])[N:5]2[C:16](=[O:29])[CH:17]([NH:18][C:19](=[O:28])[CH2:20][O:21][C:22]3[CH:23]=[CH:24][CH:25]=[CH:26][CH:27]=3)[C@H:4]2[S:3]1 |f:1.2.3.4|. Reported procedure: A solution of 2,2,2-trichloroethyl 2-methyl-2,3-methylene-6-(2-phenoxyacetamido)penam-3-carboxylate (1.39 g.) in dried dichloromethane (7 ml.) was dropwise added over 10 minutes at -10° C. to a solution of aluminum bromide (1.16 g.) in dried dichloromethane (12 ml.), and the reaction temperature was gradually elevated to room temperature, after which the mixture was stirred for 4 hours at room temperature. After the reaction, the reaction mixture was poured into ice-water (70 ml.) and the dichlo... Starting materials: CS(C)=O, CC(C)(COS(=O)(=O)CCCCl)C(OCc1ccccc1)C(=O)OCCOC(=O)C1CCCCC1, [N-]=[N+]=[N-], [Na+]. Product: CC(C)(COS(=O)(=O)CCCN=[N+]=[N-])C(OCc1ccccc1)C(=O)OCCOC(=O)C1CCCCC1. As a reaction SMILES: [CH3:40][S:41](=[O:42])[CH3:43].[Cl:1][CH2:2][CH2:3][CH2:4][S:5](=[O:6])(=[O:7])[O:8][CH2:9][C:10]([CH:11]([C:12](=[O:13])[O:14][CH2:15][CH2:16][O:17][C:18](=[O:19])[CH:20]1[CH2:21][CH2:22][CH2:23][CH2:24][CH2:25]1)[O:26][CH2:27][c:28]1[cH:29][cH:30][cH:31][cH:32][cH:33]1)([CH3:34])[CH3:35].[N-:37]=[N+:38]=[N-:39].[Na+:36]>>[CH2:2]([CH2:3][CH2:4][S:5](=[O:6])(=[O:7])[O:8][CH2:9][C:10]([CH:11]([C:12](=[O:13])[O:14][CH2:15][CH2:16][O:17][C:18](=[O:19])[CH:20]1[CH2:21][CH2:22][CH2:23][CH2:24][CH2:25]1)[O:26][CH2:27][c:28]1[cH:29][cH:30][cH:31][cH:32][cH:33]1)([CH3:34])[CH3:35])[N:37]=[N+:38]=[N-:39]. Product: FC=1C=C(C=C(C1)F)C[C@@H]1[C@H](CCCC1)C(=O)O ((1S,2R)-2-(3,5-difluorophenyl-methyl)cyclohexanecarboxylic acid). Run at time 96 hour. RXN SMILES: [F:1][C:2]1[CH:3]=[C:4]([C:9]([C@@H:11]2[CH2:16][CH2:15][CH2:14][CH2:13][C@@H:12]2[C:17]([OH:19])=[O:18])=O)[CH:5]=[C:6]([F:8])[CH:7]=1.O1CCCC1>[OH-].[OH-].[Pd+2].C(O)(=O)C>[F:1][C:2]1[CH:3]=[C:4]([CH2:9][C@H:11]2[CH2:16][CH2:15][CH2:14][CH2:13][C@@H:12]2[C:17]([OH:19])=[O:18])[CH:5]=[C:6]([F:8])[CH:7]=1 |f:2.3.4|. Procedure: A mixture of (1S,2R)-2-(3,5-difluorophenylcarbonyl)cyclohexanecarboxylic acid (1 g, 3.7 mmol), 10% Pd(OH)2 on carbon (1 g), tetrahydrofuran (10 mL) and acetic acid (0.5 mL) was shaken under hydrogen atmosphere at 50 psi for 96 h. The reaction mixture was filtered through Celite®, and filtrate and evaporated to give (1S,2R)-2-(3,5-difluorophenyl-methyl)cyclohexanecarboxylic acid, as a white solid (0.9 g, 95%). The reagents and catalysts are [OH-].[OH-].[Pd+2] (Pd(OH)2 on carbon). Reactants: FC=1C=C(C=C(C1)F)C(=O)[C@H]1[C@H](CCCC1)C(=O)O ((1S,2R)-2-(3,5-difluorophenylcarbonyl)cyclohexanecarboxylic acid), O1CCCC1 (tetrahydrofuran). Run in C(C)(=O)O (acetic acid). Product: CC=1C(=C(C=CC1C)C1=CC=CC(=N1)C1=NC(=CC=C1)C1=C(C=CC(=C1)OC)O)O (6-(3,4-Dimethyl-2-hydroxyphenyl)-6′-(2-hydroxy-5-methoxyphenyl)-2,2′-bipyridine). The yield is 50.0%. Procedure: 6-(3,4-Dimethyl-2-hydroxyphenyl)-6′-(2-hydroxy-5-methoxyphenyl)-2,2′-bipyridine was prepared from 6-bromo-6′-(2-hydroxy-5-methoxyphenyl)-2,2′-bipyridine and 3,4-dimethyl-2-hydroxyphenylboronic acid in 50% yield using method F; δH [2H6]-DMSO 12.40,(1H, b), 8.38,(1H, d), 8.31,(1H, d), 8.28-8.20,(2H, m), 8.14,(1H, d), 8.09,(1H, d), 7.86,(1H, d), 7.66,(1H, s), 7.00,(1H, d), 6.94,(1H, d), 6.81,(1H, d), 3.82,(3H, s), 2.30,(3H, s), 2.19,(3H, s). The reactants are BrC1=CC=CC(=N1)C1=NC(=CC=C1)C1=C(C=CC(=C1)OC)O (6-bromo-6′-(2-hydroxy-5-methoxyphenyl)-2,2′-bipyridine), CC=1C(=C(C=CC1C)B(O)O)O (3,4-dimethyl-2-hydroxyphenylboronic acid). RXN SMILES: Br[C:2]1[N:7]=[C:6]([C:8]2[CH:13]=[CH:12][CH:11]=[C:10]([C:14]3[CH:19]=[C:18]([O:20][CH3:21])[CH:17]=[CH:16][C:15]=3[OH:22])[N:9]=2)[CH:5]=[CH:4][CH:3]=1.[CH3:23][C:24]1[C:25]([OH:34])=[C:26](B(O)O)[CH:27]=[CH:28][C:29]=1[CH3:30]>>[CH3:23][C:24]1[C:25]([OH:34])=[C:26]([C:2]2[N:7]=[C:6]([C:8]3[CH:13]=[CH:12][CH:11]=[C:10]([C:14]4[CH:19]=[C:18]([O:20][CH3:21])[CH:17]=[CH:16][C:15]=4[OH:22])[N:9]=3)[CH:5]=[CH:4][CH:3]=2)[CH:27]=[CH:28][C:29]=1[CH3:30]. Reactants: NC=1C=CC2=C(C(OC(N2C)=O)(CC)CC)C1 (6-amino-4,4-diethyl-1-methyl-1,4-dihydro-2H-3,1-benzoxazin-2-one), FC=1C=C(C=CC1F)B(O)O (3,4-difluorophenylboronic acid), ( 347 ). The product is FC=1C=C(C=CC1F)NC=1C=CC2=C(C(OC(N2C)=O)(CC)CC)C1 (6-[(3,4-difluorophenyl)amino]-4,4-diethyl-1-methyl-1,4-dihydro-2H-3,1-benzoxazin-2-one). Reaction SMILES: [NH2:1][C:2]1[CH:3]=[CH:4][C:5]2[N:10]([CH3:11])[C:9](=[O:12])[O:8][C:7]([CH2:15][CH3:16])([CH2:13][CH3:14])[C:6]=2[CH:17]=1.[F:18][C:19]1[CH:20]=[C:21](B(O)O)[CH:22]=[CH:23][C:24]=1[F:25]>>[F:18][C:19]1[CH:20]=[C:21]([NH:1][C:2]2[CH:3]=[CH:4][C:5]3[N:10]([CH3:11])[C:9](=[O:12])[O:8][C:7]([CH2:15][CH3:16])([CH2:13][CH3:14])[C:6]=3[CH:17]=2)[CH:22]=[CH:23][C:24]=1[F:25]. Procedure: Prepared from 6-amino-4,4-diethyl-1-methyl-1,4-dihydro-2H-3,1-benzoxazin-2-one and 3,4-difluorophenylboronic acid according to the coupling procedure described in example 1. 1H NMR (DMSO-d6): δ 8.24 (s, 1H), 7.28 (q, J=9.2 Hz, 1H), 7.11 (dd, J=8.7, 2.4 Hz, 1H), 7.02 (d, J=8.7 Hz, 1H), 6.90 (m, 2H), 6.74 (m, 1H), 3.26 (s, 3H), 1.97 (m, 4H), 0.81 (t, J=7.3 Hz, 6H). MS (ESI) m/z [M+H]+ (347); MS (ESI) m/z [M−H]−(345); Anal. calcd for C19H20F2N2O2: C, 65.88; H, 5.82; N, 8.09. Found: C, 65.30; H, 5.7... The reactants are C(C=1C(S)=CC=CC1)(=O)O (thiosalicylic acid), ClC=1C=C(C=C(C1)OC)OC (5-chloro-1,3-dimethoxybenzene), Cl (hydrochloric acid). Reagents/catalysts: [Cu] (copper), [Cu]I (copper(I) iodide). Solvent: CN1C(CCC1)=O (N-methyl-2-pyrrolidone). Conditions: temperature 200 celsius, time 5 hour. Yields the product COC=1C=C(C=C(C1)OC)SC1=C(C(=O)O)C=CC=C1 (2-(3,5-dimethoxyphenylthio)benzoic acid). Yield: 22.8%. As a reaction SMILES: [C:1]([OH:10])(=[O:9])[C:2]1[C:3](=[CH:5][CH:6]=[CH:7][CH:8]=1)[SH:4].Cl[C:12]1[CH:13]=[C:14]([O:20][CH3:21])[CH:15]=[C:16]([O:18][CH3:19])[CH:17]=1.Cl>[Cu].[Cu]I.CN1CCCC1=O>[CH3:19][O:18][C:16]1[CH:17]=[C:12]([S:4][C:3]2[CH:5]=[CH:6][CH:7]=[CH:8][C:2]=2[C:1]([OH:10])=[O:9])[CH:13]=[C:14]([O:20][CH3:21])[CH:15]=1. Procedure: A mixture of thiosalicylic acid (928.1 mg), 5-chloro-1,3-dimethoxybenzene (1.139 g), copper (powder) (222.4 mg), copper(I) iodide (666.6 mg) and N-methyl-2-pyrrolidone (5 ml) was stirred at 200° C. for 5 hours. After cooling, the reaction mixture was adjusted to pH 2 with 4 N hydrochloric acid, extracted with ethyl acetate and washed successively with water and brine. The organic layer was dried over anhydrous sodium sulfate, concentrated and then purified by silica gel column chromatography (el... Starting materials: CO, Cl, Cl, NC1CCCc2cc(F)c(C(=O)O)cc21. Product: Cl, COC(=O)c1cc2c(cc1F)CCCC2N. RXN SMILES: [CH3:18][OH:19].[ClH:17].[ClH:1].[NH2:2][CH:3]1[CH2:4][CH2:5][CH2:6][c:7]2[cH:8][c:9]([F:16])[c:10]([C:13](=[O:14])[OH:15])[cH:11][c:12]21>>[ClH:1].[NH2:2][CH:3]1[CH2:4][CH2:5][CH2:6][c:7]2[cH:8][c:9]([F:16])[c:10]([C:13](=[O:14])[O:15][CH3:18])[cH:11][c:12]21.